From a dataset of the Open Reaction Database (ORD), a public repository of structured organic reaction records. describe an organic reaction: reactants, conditions, products, and yield Starting materials: COCC1CCN(C(=O)OC(C)(C)C)CC1, ClCCl, O=C(O)C(F)(F)F, O=c1sc2ccccc2n1CCCI, [K+], [K+], [Na+], O=C([O-])[O-], [OH-]. Yields the product COCC1CCN(CCCn2c(=O)sc3ccccc32)CC1. Reaction SMILES: [C:1]([O:2][C:6](=[O:3])[N:8]1[CH2:9][CH2:10][CH:11]([CH2:14][O:15][CH3:16])[CH2:12][CH2:13]1)([CH3:4])([CH3:5])[CH3:7].[Cl:46][CH2:47][Cl:48].[F:17][C:18]([F:19])([F:20])[C:21]([OH:22])=[O:23].[I:26][CH2:27][CH2:28][CH2:29][n:30]1[c:31](=[O:39])[s:32][c:33]2[c:34]1[cH:35][cH:36][cH:37][cH:38]2.[K+:40].[K+:41].[Na+:25].[O-:42][C:43]([O-:44])=[O:45].[OH-:24]>>[CH2:6]([N:8]1[CH2:9][CH2:10][CH:11]([CH2:14][O:15][CH3:16])[CH2:12][CH2:13]1)[CH2:28][CH2:29][n:30]1[c:31](=[O:39])[s:32][c:33]2[c:34]1[cH:35][cH:36][cH:37][cH:38]2. Starting materials: C(C)(C)(C)C=1N=C(SC1)COC=1C=C(C(=O)NC2=C(OCC(=O)OCC)C=CC(=C2)CCCS(=O)(=O)C2=CC=C(C=C2)Cl)C=C(C1)NC(=O)OCC1=CC=C(C=C1)[N+](=O)[O-] (Ethyl 2-[3-[(4-tert-butyl-2-thiazolyl)methoxy]-5-(4-nitrobenzyloxycarbonylamino)benzoylamino]-4-[3-(4-chlorophenylsulfonyl)propyl]phenoxyacetate), [H][H] (hydrogen). Reagents/catalysts: [C].[Pd] (palladium-carbon). Run in C(C)O (ethanol), O1CCCC1 (tetrahydrofuran). Yields the product NC=1C=C(C(=O)NC2=C(OCC(=O)OCC)C=CC(=C2)CCCS(=O)(=O)C2=CC=C(C=C2)Cl)C=C(C1)OCC=1SC=C(N1)C(C)(C)C (ethyl 2-[3-amino-5-[(4-tert-butyl-2-thiazolyl)methoxy]benzoylamino]-4-[3-(4- chlorophenylsulfonyl)propyl]phenoxyacetate). The yield is 42.1%. Reaction SMILES: [C:1]([C:5]1[N:6]=[C:7]([CH2:10][O:11][C:12]2[CH:13]=[C:14]([CH:44]=[C:45]([NH:47]C(OCC3C=CC([N+]([O-])=O)=CC=3)=O)[CH:46]=2)[C:15]([NH:17][C:18]2[CH:30]=[C:29]([CH2:31][CH2:32][CH2:33][S:34]([C:37]3[CH:42]=[CH:41][C:40]([Cl:43])=[CH:39][CH:38]=3)(=[O:36])=[O:35])[CH:28]=[CH:27][C:19]=2[O:20][CH2:21][C:22]([O:24][CH2:25][CH3:26])=[O:23])=[O:16])[S:8][CH:9]=1)([CH3:4])([CH3:3])[CH3:2].[H][H]>C(O)C.O1CCCC1.[C].[Pd]>[NH2:47][C:45]1[CH:44]=[C:14]([CH:13]=[C:12]([O:11][CH2:10][C:7]2[S:8][CH:9]=[C:5]([C:1]([CH3:2])([CH3:4])[CH3:3])[N:6]=2)[CH:46]=1)[C:15]([NH:17][C:18]1[CH:30]=[C:29]([CH2:31][CH2:32][CH2:33][S:34]([C:37]2[CH:42]=[CH:41][C:40]([Cl:43])=[CH:39][CH:38]=2)(=[O:35])=[O:36])[CH:28]=[CH:27][C:19]=1[O:20][CH2:21][C:22]([O:24][CH2:25][CH3:26])=[O:23])=[O:16] |f:4.5|. Procedure: Ethyl 2-[3-[(4-tert-butyl-2-thiazolyl)methoxy]-5-(4-nitrobenzyloxycarbonylamino)benzoylamino]-4-[3-(4-chlorophenylsulfonyl)propyl]phenoxyacetate (0.50 g, 0.57 mmol) was dissolved in a mixed solution of ethanol (10 ml) and tetrahydrofuran (10 ml), 10% palladium-carbon (0.10 g) was added to the solution, and the mixture was stirred at room temperature for 3 hours in an atmosphere of hydrogen. The reaction solution was filtered and the resulting filtrate was concentrated under reduced pressure. The... Reactants: COC1=CC=C(C=C1)/C(=C/C=C/C(=O)O)/C(C)C ((E,E)-5-(4-methoxyphenyl)-6-methyl-2,4-heptadienoic acid), [N+](=O)([O-])C1=CC=C(C=C1)O (4-nitrophenol), C1(CCCCC1)N=C=NC1CCCCC1 (1,3-dicyclohexylcarbodiimide). Solvent: ClCCl (dichloromethane). Reaction conditions: time 18 hour. Yields the product [N+](=O)([O-])C1=CC=C(C=C1)OC(\C=C\C=C(/C(C)C)\C1=CC=C(C=C1)OC)=O ((E,E)-5-(4-methoxyphenyl)-6-methyl-2,4-heptadienoic acid 4-nitrophenyl ester). Isolated yield 79.6%. Reaction SMILES: [CH3:1][O:2][C:3]1[CH:8]=[CH:7][C:6](/[C:9](/[CH:16]([CH3:18])[CH3:17])=[CH:10]/[CH:11]=[CH:12]/[C:13]([OH:15])=[O:14])=[CH:5][CH:4]=1.[N+:19]([C:22]1[CH:27]=[CH:26][C:25](O)=[CH:24][CH:23]=1)([O-:21])=[O:20].C1(N=C=NC2CCCCC2)CCCCC1>ClCCl>[N+:19]([C:22]1[CH:27]=[CH:26][C:25]([O:14][C:13](=[O:15])/[CH:12]=[CH:11]/[CH:10]=[C:9](/[C:6]2[CH:5]=[CH:4][C:3]([O:2][CH3:1])=[CH:8][CH:7]=2)\[CH:16]([CH3:18])[CH3:17])=[CH:24][CH:23]=1)([O-:21])=[O:20]. Procedure details: As in Example 115, (E,E)-5-(4-methoxyphenyl)-6-methyl-2,4-heptadienoic acid (2,4 g) and 4-nitrophenol (1.63 g) in 15 mL of dichloromethane was treated with 1,3-dicyclohexylcarbodiimide (2.02 g) and the mixture was stirred at room temperature for 18 hours. Crystallization of the crude product from 2-propanol-hexane yielded 2.85 g of (E,E)-5-(4-methoxyphenyl)-6-methyl-2,4-heptadienoic acid 4-nitrophenyl ester, mp 95°-96.5° C.